From a dataset of the Open Reaction Database (ORD), a public repository of structured organic reaction records. describe an organic reaction: reactants, conditions, products, and yield The reactants are CC(=O)Nc1c(I)c(C(=O)[O-])c(I)c(N(C)C(C)=O)c1I, CC(=O)OC(Cl)Cc1ccccc1, [I-], [K+], [Na+], CN(C)C=O. Yields the product CC(=O)Nc1c(I)c(C(=O)OC(Cc2ccccc2)OC(C)=O)c(I)c(N(C)C(C)=O)c1I. Reaction SMILES: [C:14]([CH3:15])(=[O:16])[NH:17][c:18]1[c:19]([I:34])[c:20]([N:29]([CH3:30])[C:31]([CH3:32])=[O:33])[c:21]([I:28])[c:22]([C:25](=[O:26])[O-:27])[c:23]1[I:24].[C:1]([CH3:2])(=[O:3])[O:4][CH:5]([CH2:6][c:7]1[cH:8][cH:9][cH:10][cH:11][cH:12]1)[Cl:13].[I-:37].[K+:35].[Na+:36].[O:38]=[CH:39][N:40]([CH3:41])[CH3:42]>>[C:1]([CH3:2])(=[O:3])[O:4][CH:5]([CH2:6][c:7]1[cH:8][cH:9][cH:10][cH:11][cH:12]1)[O:27][C:25]([c:22]1[c:21]([I:28])[c:20]([N:29]([CH3:30])[C:31]([CH3:32])=[O:33])[c:19]([I:34])[c:18]([NH:17][C:14]([CH3:15])=[O:16])[c:23]1[I:24])=[O:26]. Reactants: CCCCCCCCCCCCCCCCN1CCN(Cc2ccc(C(=O)OC)cc2)CC1, Cl, C1COCCO1. RXN SMILES: [CH2:1]([CH2:2][CH2:3][CH2:4][CH2:5][CH2:6][CH2:7][CH2:8][CH2:9][CH2:10][CH2:11][CH2:12][CH2:13][CH2:14][CH2:15][CH3:16])[N:17]1[CH2:18][CH2:19][N:20]([CH2:23][c:24]2[cH:25][cH:26][c:27]([C:28](=[O:29])[O:30][CH3:31])[cH:32][cH:33]2)[CH2:21][CH2:22]1.[ClH:34].[O:35]1[CH2:36][CH2:37][O:38][CH2:39][CH2:40]1>>[CH2:1]([CH2:2][CH2:3][CH2:4][CH2:5][CH2:6][CH2:7][CH2:8][CH2:9][CH2:10][CH2:11][CH2:12][CH2:13][CH2:14][CH2:15][CH3:16])[N:17]1[CH2:18][CH2:19][N:20]([CH2:23][c:24]2[cH:25][cH:26][c:27]([C:28](=[O:29])[OH:30])[cH:32][cH:33]2)[CH2:21][CH2:22]1.[ClH:34]. Yields the product CCCCCCCCCCCCCCCCN1CCN(Cc2ccc(C(=O)O)cc2)CC1, Cl. Starting materials: CC1Cc2ccccc2CN(CCC#N)C1=O, Cl, [Na+], [Na+], O=C([O-])[O-], O. Yields the product CC1Cc2ccccc2CN(CCC(N)=O)C1=O. Reaction SMILES: [C:1](#[N:2])[CH2:3][CH2:4][N:5]1[CH2:6][c:7]2[c:8]([cH:14][cH:15][cH:16][cH:17]2)[CH2:9][CH:10]([CH3:13])[C:11]1=[O:12].[ClH:18].[Na+:19].[Na+:20].[O-:21][C:22](=[O:23])[O-:24].[OH2:25]>>[C:1]([NH2:2])([CH2:3][CH2:4][N:5]1[CH2:6][c:7]2[c:8]([cH:14][cH:15][cH:16][cH:17]2)[CH2:9][CH:10]([CH3:13])[C:11]1=[O:12])=[O:21]. Reactants: O=C([O-])[O-], COCCCN(CCCc1ccc(B2OC(C)(C)C(C)(C)O2)cc1)C(=O)OC(C)(C)C, Nc1ncc(Br)nc1C(=O)Nc1cccnc1, [Na+], [Na+], CN(C)C=O. Product: COCCCN(CCCc1ccc(-c2cnc(N)c(C(=O)Nc3cccnc3)n2)cc1)C(=O)OC(C)(C)C. RXN SMILES: [C:49](=[O:50])([O-:51])[O-:52].[CH3:1][O:2][CH2:3][CH2:4][CH2:5][N:6]([C:7]([O:8][C:9]([CH3:10])([CH3:11])[CH3:12])=[O:13])[CH2:14][CH2:15][CH2:16][c:17]1[cH:18][cH:19][c:20]([B:23]2[O:24][C:25]([CH3:26])([CH3:27])[C:28]([CH3:29])([CH3:30])[O:31]2)[cH:21][cH:22]1.[NH2:32][c:33]1[c:34]([C:40](=[O:41])[NH:42][c:43]2[cH:44][n:45][cH:46][cH:47][cH:48]2)[n:35][c:36]([Br:39])[cH:37][n:38]1.[Na+:53].[Na+:54].[O:55]=[CH:56][N:57]([CH3:58])[CH3:59]>>[CH3:1][O:2][CH2:3][CH2:4][CH2:5][N:6]([C:7]([O:8][C:9]([CH3:10])([CH3:11])[CH3:12])=[O:13])[CH2:14][CH2:15][CH2:16][c:17]1[cH:18][cH:19][c:20](-[c:36]2[n:35][c:34]([C:40](=[O:41])[NH:42][c:43]3[cH:44][n:45][cH:46][cH:47][cH:48]3)[c:33]([NH2:32])[n:38][cH:37]2)[cH:21][cH:22]1. Starting materials: C(O)([O-])=O.[Na+] (Sodium hydrogen carbonate), IC=1N=C(NC1)C (4-iodo-2-methyl-1H-imidazole), C1(=CC=C(C=C1)S(=O)(=O)Cl)C (p-toluenesulphonyl chloride). As a reaction SMILES: C(=O)([O-])O.[Na+].[I:6][C:7]1[N:8]=[C:9]([CH3:12])[NH:10][CH:11]=1.[C:13]1([CH3:23])[CH:18]=[CH:17][C:16]([S:19](Cl)(=[O:21])=[O:20])=[CH:15][CH:14]=1>C(#N)C>[I:6][C:7]1[N:8]=[C:9]([CH3:12])[N:10]([S:19]([C:16]2[CH:17]=[CH:18][C:13]([CH3:23])=[CH:14][CH:15]=2)(=[O:21])=[O:20])[CH:11]=1 |f:0.1|. Procedure details: Sodium hydrogen carbonate (9 g) was added to a stirred solution of 4-iodo-2-methyl-1H-imidazole (9.0 g) in acetonitrile (125 ml) followed by a solution of p-toluenesulphonyl chloride (8.3 g) in acetonitrile (50 ml). The resulting mixture was maintained at ca. 40° for 5 h. The reaction mixture was filtered, concentrated in vacuo to ca. 30 ml and n-hexane (ca. 350 ml) was added, precipitating the title compound (7.8 g) as crystals, m.p. 113°-114°. Concentration of the mother liquors (to ca. 50 ml)... The product is IC=1N=C(N(C1)S(=O)(=O)C1=CC=C(C=C1)C)C (4-Iodo-2-methyl-1-(4-methylbenzenesulphonyl)-1H-imidazole). Run in C(C)#N (acetonitrile), C(C)#N (acetonitrile). Yield: 38.9%. Reactants: CC(C)O, CN1C(=O)C(F)(F)CNc2nc(Cl)ncc21, ClCCl, COc1cc(C(=O)NC2CCN(C)CC2)ccc1N, [Na+], [Na+], O=C([O-])[O-], O, Cc1ccc(S(=O)(=O)O)cc1. Yields the product COc1cc(C(=O)NC2CCN(C)CC2)ccc1Nc1ncc2c(n1)NCC(F)(F)C(=O)N2C. Reaction SMILES: [CH:57]([OH:58])([CH3:59])[CH3:60].[Cl:1][c:2]1[n:3][cH:4][c:5]2[c:6]([n:16]1)[NH:7][CH2:8][C:9]([F:14])([F:15])[C:10](=[O:13])[N:11]2[CH3:12].[Cl:54][CH2:55][Cl:56].[NH2:17][c:18]1[c:19]([O:34][CH3:35])[cH:20][c:21]([C:22](=[O:23])[NH:24][CH:25]2[CH2:26][CH2:27][N:28]([CH3:31])[CH2:29][CH2:30]2)[cH:32][cH:33]1.[Na+:48].[Na+:49].[O-:50][C:51](=[O:52])[O-:53].[OH2:36].[c:37]1([CH3:38])[cH:39][cH:40][c:41]([S:42]([OH:43])(=[O:44])=[O:45])[cH:46][cH:47]1>>[c:2]1([NH:17][c:18]2[c:19]([O:34][CH3:35])[cH:20][c:21]([C:22](=[O:23])[NH:24][CH:25]3[CH2:26][CH2:27][N:28]([CH3:31])[CH2:29][CH2:30]3)[cH:32][cH:33]2)[n:3][cH:4][c:5]2[c:6]([n:16]1)[NH:7][CH2:8][C:9]([F:14])([F:15])[C:10](=[O:13])[N:11]2[CH3:12].